From a dataset of the Open Reaction Database (ORD), a public repository of structured organic reaction records. describe an organic reaction: reactants, conditions, products, and yield Reactants: [Cu], Oc1ccccc1F, CC(C(=O)O)c1ccc(I)cc1, [K+], [OH-], O. The product is CC(C(=O)O)c1ccc(Oc2ccccc2F)cc1. Reaction SMILES: [Cu:23].[F:1][c:2]1[c:3]([OH:8])[cH:4][cH:5][cH:6][cH:7]1.[I:11][c:12]1[cH:13][cH:14][c:15]([CH:18]([C:19](=[O:20])[OH:21])[CH3:22])[cH:16][cH:17]1.[K+:10].[OH-:9].[OH2:24]>>[F:1][c:2]1[c:3]([O:8][c:12]2[cH:13][cH:14][c:15]([CH:18]([C:19](=[O:20])[OH:21])[CH3:22])[cH:16][cH:17]2)[cH:4][cH:5][cH:6][cH:7]1. Starting materials: C(C)(C)(C)OC(N[C@H](CC1=CC=CC=C1)[C@H]1OC1)=O ([(1R)-1-{(2R)-oxiran-2-yl}-2-phenyl-ethyl]carbamic acid tert-butylester), C(C)NC([C@H]1NCCC1)=O ((S)-proline ethyl amide). Product: C(C)(C)(C)OC(N[C@@H]([C@H](CN1[C@@H](CCC1)C(NCC)=O)O)CC1=CC=CC=C1)=O ([(1R,2S)-1-Benzyl-3-([2S]-2-ethylcarbamoyl-pyrrolidin-1-yl)-2-hydroxy-propyl]-carbamic acid tert-butyl ester). RXN SMILES: [C:1]([O:5][C:6](=[O:19])[NH:7][C@@H:8]([C@@H:16]1[CH2:18][O:17]1)[CH2:9][C:10]1[CH:15]=[CH:14][CH:13]=[CH:12][CH:11]=1)([CH3:4])([CH3:3])[CH3:2].[CH2:20]([NH:22][C:23](=[O:29])[C@@H:24]1[CH2:28][CH2:27][CH2:26][NH:25]1)[CH3:21]>>[C:1]([O:5][C:6](=[O:19])[NH:7][C@H:8]([CH2:9][C:10]1[CH:15]=[CH:14][CH:13]=[CH:12][CH:11]=1)[C@@H:16]([OH:17])[CH2:18][N:25]1[CH2:26][CH2:27][CH2:28][C@H:24]1[C:23](=[O:29])[NH:22][CH2:20][CH3:21])([CH3:4])([CH3:3])[CH3:2]. Procedure details: Using general procedure 1 and purification method D with [(1R)-1-{(2R)-oxiran-2-yl}-2-phenyl-ethyl]carbamic acid tert-butylester (0.10 g, 0.38 mmol) and (S)-proline ethyl amide (0.108 g, 0.76 mmol) gives the title compound. Reactants: CN, CC#N, CCOC(=O)c1cnc(Cl)cc1Cl, O. Yields the product CCOC(=O)c1cnc(Cl)cc1NC. As a reaction SMILES: [CH3:14][NH2:15].[CH3:16][C:17]#[N:18].[Cl:1][c:2]1[cH:3][c:4]([Cl:13])[n:5][cH:6][c:7]1[C:8](=[O:9])[O:10][CH2:11][CH3:12].[OH2:19]>>[c:2]1([NH:15][CH3:14])[cH:3][c:4]([Cl:13])[n:5][cH:6][c:7]1[C:8](=[O:9])[O:10][CH2:11][CH3:12]. Starting materials: BrC1=CC=C(C=C1)Cl (4-bromochlorobenzene), C(C1=CC=CC=C1)(C1=CC=CC=C1)=N (Benzophenone imine), CC(C)([O-])C.[Na+] (sodium tert-butoxide). Reagents/catalysts: C=1C=CC(=CC1)/C=C/C(=O)/C=C/C2=CC=CC=C2.C=1C=CC(=CC1)/C=C/C(=O)/C=C/C2=CC=CC=C2.C=1C=CC(=CC1)/C=C/C(=O)/C=C/C2=CC=CC=C2.[Pd].[Pd] (tris(dibenzylideneacetone)dipalladium), C1(=CC=CC=C1)P(C1=C(C=CC=C1)OC1=C(C=CC=C1)P(C1=CC=CC=C1)C1=CC=CC=C1)C1=CC=CC=C1 (bis(2-(diphenylphosphino)phenyl)ether). Solvent: C1(=CC=CC=C1)C (toluene), C1(=CC=CC=C1)C (toluene). Reaction conditions: time 5 minute. The product is C1(=CC=CC=C1)C(=NC1=CC=C(C=C1)Cl)C1=CC=CC=C1 (N-(Diphenylmethylene)-4-chloroaniline). Yield: 75.7%. Reaction SMILES: Br[C:2]1[CH:7]=[CH:6][C:5]([Cl:8])=[CH:4][CH:3]=1.[C:9](=[NH:22])([C:16]1[CH:21]=[CH:20][CH:19]=[CH:18][CH:17]=1)[C:10]1[CH:15]=[CH:14][CH:13]=[CH:12][CH:11]=1.CC(C)([O-])C.[Na+]>C1C=CC(/C=C/C(/C=C/C2C=CC=CC=2)=O)=CC=1.C1C=CC(/C=C/C(/C=C/C2C=CC=CC=2)=O)=CC=1.C1C=CC(/C=C/C(/C=C/C2C=CC=CC=2)=O)=CC=1.[Pd].[Pd].C1(P(C2C=CC=CC=2)C2C=CC=CC=2OC2C=CC=CC=2P(C2C=CC=CC=2)C2C=CC=CC=2)C=CC=CC=1.C1(C)C=CC=CC=1>[C:16]1([C:9]([C:10]2[CH:11]=[CH:12][CH:13]=[CH:14][CH:15]=2)=[N:22][C:2]2[CH:7]=[CH:6][C:5]([Cl:8])=[CH:4][CH:3]=2)[CH:17]=[CH:18][CH:19]=[CH:20][CH:21]=1 |f:2.3,4.5.6.7.8|. Procedure details: An oven-dried test tube was charged with tris(dibenzylideneacetone)dipalladium (4.6 mg, 0.005 mmol), bis(2-(diphenylphosphino)phenyl)ether [DPE-phos] (8.2 mg, 0.015 mmol) and 4-bromochlorobenzene (191 mg, 1.0 mmol), capped with a rubber septum, evacuated, and refilled with argon. Benzophenone imine (190 mg, 1.05 mmol) and toluene (2 mL) were added via syringe. The resulting solution was stirred at rt for 5 minutes. The tube was opened and sodium tert-butoxide (135 mg, 1.4 mmol) was added. The tu...